The task is: describe an organic reaction: reactants, conditions, products, and yield. This data is from the Open Reaction Database (ORD), a public repository of structured organic reaction records. The reactants are BrC1=C2C=CC=CC2=C(C2=CC=CC=C12)C=1C=NC=CC1 (3-(10-bromo-9-anthryl)pyridine), C1(=CC=CC=C1)C (toluene), C1(=CC=CC=C1)C1=NN=C(O1)C1=CC=C(C=C1)B(O)O (4-(5-phenyl-1,3,4-oxadiazol-2-yl)phenylboronic acid), C([O-])([O-])=O.[Na+].[Na+] (sodium carbonate). Reagents/catalysts: C=1C=CC(=CC1)[P](C=2C=CC=CC2)(C=3C=CC=CC3)[Pd]([P](C=4C=CC=CC4)(C=5C=CC=CC5)C=6C=CC=CC6)([P](C=7C=CC=CC7)(C=8C=CC=CC8)C=9C=CC=CC9)[P](C=1C=CC=CC1)(C=1C=CC=CC1)C=1C=CC=CC1 (tetrakis(triphenylphosphine)palladium(0)). The solvent is O (water), C(C)O (ethanol), O (water). Run at temperature 120 celsius. Product: C1(=CC=CC=C1)C1=NN=C(O1)C1=CC=C(C=C1)C1=C2C=CC=CC2=C(C2=CC=CC=C12)C=1C=NC=CC1 (3-{10-[4-(5-Phenyl-1,3,4-oxadiazol-2-yl)phenyl]-9-anthryl}pyridine). Isolated yield 68.3%. RXN SMILES: Br[C:2]1[C:15]2[C:10](=[CH:11][CH:12]=[CH:13][CH:14]=2)[C:9]([C:16]2[CH:17]=[N:18][CH:19]=[CH:20][CH:21]=2)=[C:8]2[C:3]=1[CH:4]=[CH:5][CH:6]=[CH:7]2.[C:22]1([C:28]2[O:32][C:31]([C:33]3[CH:38]=[CH:37][C:36](B(O)O)=[CH:35][CH:34]=3)=[N:30][N:29]=2)[CH:27]=[CH:26][CH:25]=[CH:24][CH:23]=1.C(=O)([O-])[O-].[Na+].[Na+].C1(C)C=CC=CC=1>C1C=CC([P]([Pd]([P](C2C=CC=CC=2)(C2C=CC=CC=2)C2C=CC=CC=2)([P](C2C=CC=CC=2)(C2C=CC=CC=2)C2C=CC=CC=2)[P](C2C=CC=CC=2)(C2C=CC=CC=2)C2C=CC=CC=2)(C2C=CC=CC=2)C2C=CC=CC=2)=CC=1.O.C(O)C>[C:22]1([C:28]2[O:32][C:31]([C:33]3[CH:38]=[CH:37][C:36]([C:2]4[C:15]5[C:10](=[CH:11][CH:12]=[CH:13][CH:14]=5)[C:9]([C:16]5[CH:17]=[N:18][CH:19]=[CH:20][CH:21]=5)=[C:8]5[C:3]=4[CH:4]=[CH:5][CH:6]=[CH:7]5)=[CH:35][CH:34]=3)=[N:30][N:29]=2)[CH:27]=[CH:26][CH:25]=[CH:24][CH:23]=1 |f:2.3.4,^1:58,60,79,98|. Reported procedure: In a 100 mL three-necked flask were placed 0.66 g (2.0 mmol) of 3-(10-bromo-9-anthryl)pyridine, 0.63 g (2.4 mmol) of 4-(5-phenyl-1,3,4-oxadiazol-2-yl)phenylboronic acid, 0.45 g (4.0 mmol) of sodium carbonate, 25 mL of toluene, 3 mL of water, and 6 mL of ethanol. The mixture was degassed by being stirred under reduced pressure, and the atmosphere in the flask was replaced with nitrogen. To this mixture was added 58 mg (0.050 mmol) of tetrakis(triphenylphosphine)palladium(0), and the resulting mix... Starting materials: C1(CCCCC1)CO (cyclohexylmethanol), BrC=1C=C(OC2=C(C=C(C=C2C)N2N=C(C(NC2=O)=O)C(=O)O)C)C=CC1OC (2-[4-(3-bromo-4-methoxy-phenoxy)-3,5-dimethyl-phenyl]-3,5-dioxo-2,3,4,5-tetrahydro-[1,2,4]triazine-6-carboxylic acid), C(C)(C)N=C=NC(C)C (diisopropylcarbodiimide). The reagents and catalysts are CN(C1=CC=NC=C1)C (4-dimethylaminopyridine). Solvent: CN(C)C=O (DMF). Reaction conditions: temperature 50 celsius, time 18 hour. Yields the product C1(CCCCC1)COC(=O)C=1C(NC(N(N1)C1=CC(=C(C(=C1)C)OC1=CC(=C(C=C1)OC)Br)C)=O)=O (2-[4-(3-Bromo-4-methoxy-phenoxy)-3,5-dimethyl-phenyl]-3,5-dioxo-2,3,4,5-tetrahydro-[1,2,4]triazine-6-carboxylic acid cyclohexylmethyl ester). Reaction SMILES: [CH:1]1([CH2:7][OH:8])[CH2:6][CH2:5][CH2:4][CH2:3][CH2:2]1.[Br:9][C:10]1[CH:11]=[C:12]([CH:33]=[CH:34][C:35]=1[O:36][CH3:37])[O:13][C:14]1[C:19]([CH3:20])=[CH:18][C:17]([N:21]2[C:26](=[O:27])[NH:25][C:24](=[O:28])[C:23]([C:29](O)=[O:30])=[N:22]2)=[CH:16][C:15]=1[CH3:32].C(N=C=NC(C)C)(C)C>CN(C=O)C.CN(C)C1C=CN=CC=1>[CH:1]1([CH2:7][O:8][C:29]([C:23]2[C:24](=[O:28])[NH:25][C:26](=[O:27])[N:21]([C:17]3[CH:18]=[C:19]([CH3:20])[C:14]([O:13][C:12]4[CH:33]=[CH:34][C:35]([O:36][CH3:37])=[C:10]([Br:9])[CH:11]=4)=[C:15]([CH3:32])[CH:16]=3)[N:22]=2)=[O:30])[CH2:6][CH2:5][CH2:4][CH2:3][CH2:2]1. Procedure: To a solution of cyclohexylmethanol (9 μmol) in DMF were added sequentially solutions of 2-[4-(3-bromo-4-methoxy-phenoxy)-3,5-dimethyl-phenyl]-3,5-dioxo-2,3,4,5-tetrahydro-[1,2,4]triazine-6-carboxylic acid (5 μmol), diisopropylcarbodiimide (10 mmol) and 4-dimethylaminopyridine (10 μmol). The resulting soution was shaken at 50° C. for 18 h. HPLC and LCMS shows the starting material to be consumed and the desired product present. MS Calc.: 557.1; Found: 556.1 (M−1).